This data is from the Open Reaction Database (ORD), a public repository of structured organic reaction records. The task is: describe an organic reaction: reactants, conditions, products, and yield Starting materials: ClC=1C(=NC=NC1Cl)N (5,6-dichloropyrimidin-4-amine), N[C@@H]1C[C@H](CCC1)NC(OC(C)(C)C)=O (tert-butyl (trans-3-aminocyclohexyl)carbamate), O(C1=CC=CC=C1)C1=CC=C(C=C1)B(O)O ((4-phenoxyphenyl)boronic acid), C(C=C)(=O)Cl (acryloyl chloride). Product: NC1=C(C(=NC=N1)N[C@H]1C[C@H](CCC1)NC(C=C)=O)C1=CC=C(C=C1)OC1=CC=CC=C1 (N-(cis-3-((6-amino-5-(4-phenoxyphenyl)pyrimidin-4-yl)amino)cyclohexyl)acrylamide). As a reaction SMILES: Cl[C:2]1[C:3]([NH2:9])=[N:4][CH:5]=[N:6][C:7]=1Cl.[NH2:10][C@H:11]1[CH2:16][CH2:15][CH2:14][C@H:13]([NH:17][C:18](=[O:24])OC(C)(C)C)[CH2:12]1.[O:25]([C:32]1[CH:37]=[CH:36][C:35](B(O)O)=[CH:34][CH:33]=1)[C:26]1[CH:31]=[CH:30][CH:29]=[CH:28][CH:27]=1.[C:41](Cl)(=O)[CH:42]=C>>[NH2:9][C:3]1[N:4]=[CH:5][N:6]=[C:7]([NH:10][C@@H:11]2[CH2:16][CH2:15][CH2:14][C@H:13]([NH:17][C:18](=[O:24])[CH:41]=[CH2:42])[CH2:12]2)[C:2]=1[C:29]1[CH:30]=[CH:31][C:26]([O:25][C:32]2[CH:37]=[CH:36][CH:35]=[CH:34][CH:33]=2)=[CH:27][CH:28]=1. Procedure details: N-(cis-3-((6-amino-5-(4-phenoxyphenyl)pyrimidin-4-yl)amino)cyclohexyl)acrylamide was prepared from 5,6-dichloropyrimidin-4-amine, tert-butyl (trans-3-aminocyclohexyl)carbamate, (4-phenoxyphenyl)boronic acid, and acryloyl chloride using methods B, C, D, and F. HPLC purity: 100%. MS: m/z=431 [M+H]+. Starting materials: O=C(O)C1Cc2c([nH]c3ccccc23)CN1, CCO, [K+], [OH-], S=C=S, ClCc1cccs1. The product is O=C(O)C1Cc2c([nH]c3ccccc23)CN1C(=S)SCc1cccs1. RXN SMILES: [CH2:1]1[NH:2][CH:3]([C:14](=[O:15])[OH:16])[CH2:4][c:5]2[c:6]3[cH:7][cH:8][cH:9][cH:10][c:11]3[nH:12][c:13]21.[CH3:29][CH2:30][OH:31].[K+:18].[OH-:17].[S:19]=[C:20]=[S:21].[c:22]1([CH2:27][Cl:28])[cH:23][cH:24][cH:25][s:26]1>>[CH2:1]1[N:2]([C:20]([S:19][CH2:27][c:22]2[cH:23][cH:24][cH:25][s:26]2)=[S:21])[CH:3]([C:14](=[O:15])[OH:16])[CH2:4][c:5]2[c:6]3[cH:7][cH:8][cH:9][cH:10][c:11]3[nH:12][c:13]21. Conditions: temperature 5 celsius, time 1 hour. RXN SMILES: [S:1]1[C:5]2[CH:6]=[CH:7][C:8]([CH2:10][CH2:11][O:12][CH2:13][C:14]([OH:16])=O)=[CH:9][C:4]=2[CH:3]=[CH:2]1.N1C=CN=C1.S(Cl)(Cl)=O.Cl.[NH:27]1[CH2:30][CH:29]([OH:31])[CH2:28]1.Cl>C(Cl)Cl.O.C(N(CC)CC)C>[S:1]1[C:5]2[CH:6]=[CH:7][C:8]([CH2:10][CH2:11][O:12][CH2:13][C:14]([N:27]3[CH2:30][CH:29]([OH:31])[CH2:28]3)=[O:16])=[CH:9][C:4]=2[CH:3]=[CH:2]1 |f:3.4|. The solvent is C(C)N(CC)CC (triethylamine), C(Cl)Cl (methylene chloride), O (water), C(C)N(CC)CC (triethylamine). Reported procedure: 1.20 g of 2-(2-(1-benzothiophene-5-yl)ethoxy)acetic acid was dissolved in 12 ml of methylene chloride. Thereafter, 2.3 ml of triethylamine and 0.38 g of imidazole were added to the obtained solution, and the mixture was then cooled to 5° C. Thereafter, 0.41 ml of thionyl chloride was added dropwise thereto, and the obtained mixture was stirred at the same above temperature for 1 hour. The reaction mixture was cooled to −60° C., and thereafter, 0.82 ml of triethylamine and 0.72 g of 3-azetidinol ... Product: S1C=CC2=C1C=CC(=C2)CCOCC(=O)N2CC(C2)O (2-(2-(1-benzothiophene-5-yl)ethoxy)-1-(3-hydroxy-1-azetidinyl)-1-ethanone). The reactants are N1C=NC=C1 (imidazole), Cl (hydrochloric acid), S1C=CC2=C1C=CC(=C2)CCOCC(=O)O (2-(2-(1-benzothiophene-5-yl)ethoxy)acetic acid), S(=O)(Cl)Cl (thionyl chloride), Cl.N1CC(C1)O (3-azetidinol hydrochloride).